Dataset: the Open Reaction Database (ORD), a public repository of structured organic reaction records. Task: describe an organic reaction: reactants, conditions, products, and yield Reactants: CI (methyl iodide), ClC1=CC=C(CC2N(CCC2)C)C=C1 (2-(4-chlorobenzyl)-1-methylpyrrolidine). Procedure: Add 3.72 g of methyl iodide dropwise, with stirring, to 5.5 g of 2-(4-chlorobenzyl)-1-methylpyrrolidine in 40 ml of acetone. Filter off the formed crystalline precipitate and recrystallize it twice from methanol/diethyl ether to obtain 6.9 g (75% of theory) of the title compound (m.p. 184° to 186°). RXN SMILES: [CH3:1][I:2].[Cl:3][C:4]1[CH:16]=[CH:15][C:7]([CH2:8][CH:9]2[CH2:13][CH2:12][CH2:11][N:10]2[CH3:14])=[CH:6][CH:5]=1>CC(C)=O>[I-:2].[Cl:3][C:4]1[CH:16]=[CH:15][C:7]([CH2:8][CH:9]2[CH2:13][CH2:12][CH2:11][N+:10]2([CH3:1])[CH3:14])=[CH:6][CH:5]=1 |f:3.4|. Yields the product [I-].ClC1=CC=C(CC2[N+](CCC2)(C)C)C=C1 (2-(4-chlorobenzyl)-1,1-dimethylpyrrolidinium iodide). Run in CC(=O)C (acetone). Starting materials: O=C(O)c1ccc(F)c(Br)c1, CCN1CCNCC1. Yields the product CCN1CCN(C(=O)c2ccc(F)c(Br)c2)CC1. RXN SMILES: [Br:1][c:2]1[cH:3][c:4]([C:5](=[O:6])[OH:7])[cH:8][cH:9][c:10]1[F:11].[CH2:12]([CH3:13])[N:14]1[CH2:15][CH2:16][NH:17][CH2:18][CH2:19]1>>[Br:1][c:2]1[cH:3][c:4]([C:5](=[O:7])[N:17]2[CH2:16][CH2:15][N:14]([CH2:12][CH3:13])[CH2:19][CH2:18]2)[cH:8][cH:9][c:10]1[F:11]. The reactants are C(C1=CC=CC=C1)ON1C([C@@H](CC=CC1)NS(=O)(=O)C1=CC=C(C=C1)F)=O (N-(1-Benzyloxy-2-oxo-2,3,4,7-tetrahydro-1H-azepin-3-(R)-yl)-4-fluoro-benzenesulfonamide), C1(=CC=CC=C1)C1CCNCC1 (4-phenyl piperidine). The solvent is CS(=O)C (methylsulfoxide). Reaction conditions: temperature 70 celsius. Product: C(C1=CC=CC=C1)ON1C([C@@H](CC=CC1)NS(=O)(=O)C1=CC=C(C=C1)N1CCC(CC1)C1=CC=CC=C1)=O (N-(1-Benzyloxy-2-oxo-2,3,4,7-tetrahydro-1H-azepin-3-(R)-yl)-4-(4-phenyl-piperidin-1-yl)-benzenesulfonamide). Yield: 61.0%. Reaction SMILES: [CH2:1]([O:8][N:9]1[CH2:15][CH:14]=[CH:13][CH2:12][C@@H:11]([NH:16][S:17]([C:20]2[CH:25]=[CH:24][C:23](F)=[CH:22][CH:21]=2)(=[O:19])=[O:18])[C:10]1=[O:27])[C:2]1[CH:7]=[CH:6][CH:5]=[CH:4][CH:3]=1.[C:28]1([CH:34]2[CH2:39][CH2:38][NH:37][CH2:36][CH2:35]2)[CH:33]=[CH:32][CH:31]=[CH:30][CH:29]=1>CS(C)=O>[CH2:1]([O:8][N:9]1[CH2:15][CH:14]=[CH:13][CH2:12][C@@H:11]([NH:16][S:17]([C:20]2[CH:25]=[CH:24][C:23]([N:37]3[CH2:38][CH2:39][CH:34]([C:28]4[CH:33]=[CH:32][CH:31]=[CH:30][CH:29]=4)[CH2:35][CH2:36]3)=[CH:22][CH:21]=2)(=[O:19])=[O:18])[C:10]1=[O:27])[C:2]1[CH:7]=[CH:6][CH:5]=[CH:4][CH:3]=1. Reported procedure: To a solution of 100 mg of N-(1-benzyloxy-2-oxo-2,3,4,7-tetrahydro-1H-azepin-3-(R)-yl)-4-fluoro-benzenesulfonamide from Step A in 2 mL of methylsulfoxide was added 100 mg of 4-phenyl piperidine. The solution was heated to 70° C. for 5 days. The reaction was cooled, and the mixture extracted with ethyl acetate. The organic layers were washed twice with NaCl(aq.) solution, followed by drying over Na2SO4(s). Filtration, solvent removal, was followed by dilution with ethyl ether. Filtration of the r... Reactants: ON=C(C=1C=NC(=CC1)C(F)(F)F)Cl (N-Hydroxy-6-trifluoromethyl-3-pyridinecarboximidoyl chloride), 4-methoxy-3-pyridyl, C(C)(C)(C)OC(=O)N1C[C@H]2C(=NO[C@H]2C1)C=1C=NC(=CC1)OC (cis-3-(6-Methoxypyridin-3-yl) 3a,4,6,6a-tetrahydro-pyrrolo[3,4-d]isoxazole-5-carboxylic acid tert-butyl ester). Yields the product C(C)(C)(C)OC(=O)N1C[C@H]2C(=NO[C@H]2C1)C=1C=NC(=CC1)C(F)(F)F (cis-3-(6-Trifluoromethylpyridin-3-yl) 3a,4,6,6a-tetrahydro-pyrrolo[3,4-d]isoxazole-5-carboxylic acid tert-butyl ester), ethyl acetate hexanes. The yield is 25.0%. RXN SMILES: [C:1]([O:5][C:6]([N:8]1[CH2:15][C@H:14]2[C@H:10]([C:11]([C:16]3[CH:17]=[N:18][C:19](OC)=[CH:20][CH:21]=3)=[N:12][O:13]2)[CH2:9]1)=[O:7])([CH3:4])([CH3:3])[CH3:2].ON=C(Cl)C1C=NC([C:33]([F:36])([F:35])[F:34])=CC=1>>[C:1]([O:5][C:6]([N:8]1[CH2:15][C@H:14]2[C@H:10]([C:11]([C:16]3[CH:17]=[N:18][C:19]([C:33]([F:36])([F:35])[F:34])=[CH:20][CH:21]=3)=[N:12][O:13]2)[CH2:9]1)=[O:7])([CH3:2])([CH3:3])[CH3:4]. Reported procedure: The title compound was prepared in an analogous manner as the 4-methoxy-3-pyridyl cycloadduct 3c using chloro oxime 2d. 3d was isolated as a white solid after chromatography with 25% ethyl acetate/hexanes. Starting materials: [Na] (sodium), C(C)C(CCC(=O)OCC)CC (ethyl 4-ethylhexanoate), C(C(=O)OCC)(=O)OCC (diethyl oxalate). Run in C(C)O (ethanol). Product: C(C)C(CCC(C(=O)OCC)=O)CC (ethyl 5-ethyl-2-oxoheptanoate). Isolated yield 50.7%. RXN SMILES: [Na].[CH2:2]([CH:4]([CH2:12][CH3:13])[CH2:5][CH2:6]C(OCC)=O)[CH3:3].[C:14]([O:21][CH2:22][CH3:23])(=[O:20])[C:15]([O:17]CC)=O>C(O)C>[CH2:2]([CH:4]([CH2:12][CH3:13])[CH2:5][CH2:6][C:15](=[O:17])[C:14]([O:21][CH2:22][CH3:23])=[O:20])[CH3:3] |^1:0|. Procedure: In 100 ml of ethanol is dissolved 4.5 g of sodium, and 27.8 g of ethyl 4-ethylhexanoate and 29 g of diethyl oxalate are added to the solution, and the low-boiling substance is removed by evaporation under reduced pressure at about 70° C. for 40 minutes. After cooling, 500 ml of water and 300 ml of petroleum ether are added to the brown viscous residue, and the mixture is thoroughly shaken. The aqueous layer is separated off and the petroleum layer is extracted twice with 50 ml each of 1N sodium ... The reactants are S(=O)(Cl)Cl (Thionyl chloride), FC(C=1SC=C(N1)CO)(F)F ([2-(trifluoromethyl)thiazol-4-yl]methanol). Conditions: time 3 hour. The product is ClCC=1N=C(SC1)C(F)(F)F (4-(chloromethyl)-2-(trifluoromethyl)thiazole). Yield: 60.7%. Reaction SMILES: S(Cl)([Cl:3])=O.[F:5][C:6]([F:15])([F:14])[C:7]1[S:8][CH:9]=[C:10]([CH2:12]O)[N:11]=1>>[Cl:3][CH2:12][C:10]1[N:11]=[C:7]([C:6]([F:15])([F:14])[F:5])[S:8][CH:9]=1. Procedure details: Thionyl chloride (4.89 g) was added to [2-(trifluoromethyl)thiazol-4-yl]methanol (512 mg) at room temperature, and the mixture was stirred for 3 hr. The reaction mixture was concentrated to give the title compound (342 mg).